From a dataset of the Open Reaction Database (ORD), a public repository of structured organic reaction records. describe an organic reaction: reactants, conditions, products, and yield The product is COC(=O)C(NC(=O)c1ccc(I)cc1NS(=O)(=O)c1cccc2nsnc12)C(c1ccc(Cl)cc1)c1ccc(Cl)cc1. Reaction SMILES: [CH3:24][O:25][C:26]([CH:27]([CH:28]([c:29]1[cH:30][cH:31][c:32]([Cl:35])[cH:33][cH:34]1)[c:36]1[cH:37][cH:38][c:39]([Cl:42])[cH:40][cH:41]1)[NH2:43])=[O:44].[n:1]1[c:2]2[c:3]([n:4][s:5]1)[c:6]([S:10](=[O:11])(=[O:12])[NH:13][c:14]1[c:15]([C:16](=[O:17])[OH:18])[cH:19][cH:20][c:21]([I:23])[cH:22]1)[cH:7][cH:8][cH:9]2>>[n:1]1[c:2]2[c:3]([n:4][s:5]1)[c:6]([S:10](=[O:11])(=[O:12])[NH:13][c:14]1[c:15]([C:16](=[O:17])[NH:43][CH:27]([C:26]([O:25][CH3:24])=[O:44])[CH:28]([c:29]3[cH:30][cH:31][c:32]([Cl:35])[cH:33][cH:34]3)[c:36]3[cH:37][cH:38][c:39]([Cl:42])[cH:40][cH:41]3)[cH:19][cH:20][c:21]([I:23])[cH:22]1)[cH:7][cH:8][cH:9]2. Starting materials: COC(=O)C(N)C(c1ccc(Cl)cc1)c1ccc(Cl)cc1, O=C(O)c1ccc(I)cc1NS(=O)(=O)c1cccc2nsnc12. The reactants are O=c1[nH]cnn1-c1ccc(OCC(F)(F)C(F)F)cc1, CC(O)C1(c2ccc(F)cc2F)CO1. Product: CC(n1cnn(-c2ccc(OCC(F)(F)C(F)F)cc2)c1=O)C1(c2ccc(F)cc2F)CO1. Reaction SMILES: [F:15][C:16]([CH2:17][O:18][c:19]1[cH:20][cH:21][c:22](-[n:25]2[n:26][cH:27][nH:28][c:29]2=[O:30])[cH:23][cH:24]1)([CH:31]([F:32])[F:33])[F:34].[F:1][c:2]1[c:3]([C:9]2([CH:12]([CH3:13])[OH:14])[O:10][CH2:11]2)[cH:4][cH:5][c:6]([F:8])[cH:7]1>>[F:1][c:2]1[c:3]([C:9]2([CH:12]([CH3:13])[n:28]3[cH:27][n:26][n:25](-[c:22]4[cH:21][cH:20][c:19]([O:18][CH2:17][C:16]([F:15])([CH:31]([F:32])[F:33])[F:34])[cH:24][cH:23]4)[c:29]3=[O:30])[O:10][CH2:11]2)[cH:4][cH:5][c:6]([F:8])[cH:7]1. The reactants are COC1=C(C=CC=C1)C(C=C(C)C)(O)C1=NC=CC=C1C (1-(2-methoxyphenyl)-3-methyl-1-(3-methyl-2-pyridyl)-2-buten-1-ol), C[S-].[Na+] (sodium methanethiolate). Solvent: CN(C=O)C (dimethylformamide). Reaction conditions: temperature 120 celsius, time 2 hour. Product: OC1=C(C=CC=C1)C(C=CCC)(O)C1=NC=CC=C1C (1-(2-hydroxyphenyl)-4-methyl-1-(3-methyl-2-pyridyl)-2-buten-1-ol). Isolated yield 66.8%. As a reaction SMILES: C[O:2][C:3]1[CH:8]=[CH:7][CH:6]=[CH:5][C:4]=1[C:9]([C:15]1[C:20]([CH3:21])=[CH:19][CH:18]=[CH:17][N:16]=1)([OH:14])[CH:10]=[C:11]([CH3:13])C.[CH3:22][S-].[Na+]>CN(C)C=O>[OH:2][C:3]1[CH:8]=[CH:7][CH:6]=[CH:5][C:4]=1[C:9]([C:15]1[C:20]([CH3:21])=[CH:19][CH:18]=[CH:17][N:16]=1)([OH:14])[CH:10]=[CH:11][CH2:13][CH3:22] |f:1.2|. Reported procedure: 7.13 g of 1-(2-methoxyphenyl)-3-methyl-1-(3-methyl-2-pyridyl)-2-buten-1-ol were dissolved in 100 ml of dimethylformamide at room temperature and 5.29 g of sodium methanethiolate were added. After stirring at 120° C. for 2 hours the mixture was allowed to cool to room temperature and then evaporated. Water and ethyl acetate were added, and the organic phase was separated, dried over sodium sulphate and evaporated. The residue was chromatographed on silica gel using ethyl acetate/petroleum ether (... Product: COc1cc2c(cc1C)C(C)(C)C(=O)N2Cc1ccccc1. As a reaction SMILES: [CH2:1]([c:2]1[cH:3][cH:4][cH:5][cH:6][cH:7]1)[N:8]([C:9]([CH:10]([CH3:11])[CH3:12])=[O:13])[c:14]1[c:15]([Br:23])[cH:16][c:17]([CH3:22])[c:18]([O:20][CH3:21])[cH:19]1.[CH2:51]1[O:52][CH2:53][CH2:54][O:55][CH2:56]1.[CH3:24][C:25]([CH3:26])([O-:27])[CH3:28].[CH:30]1([P:31]([CH:32]2[CH2:33][CH2:34][CH2:35][CH2:36][CH2:37]2)[CH:38]2[CH2:39][CH2:40][CH2:41][CH2:42][CH2:43]2)[CH2:44][CH2:45][CH2:46][CH2:47][CH2:48]1.[Cl-:49].[NH4+:50].[Na+:29].[O-:58][C:59]([CH3:60])=[O:61].[O-:62][C:63]([CH3:64])=[O:65].[Pd+2:57]>>[CH2:1]([c:2]1[cH:3][cH:4][cH:5][cH:6][cH:7]1)[N:8]1[C:9](=[O:13])[C:10]([CH3:11])([CH3:12])[c:15]2[c:14]1[cH:19][c:18]([O:20][CH3:21])[c:17]([CH3:22])[cH:16]2. Reactants: COc1cc(N(Cc2ccccc2)C(=O)C(C)C)c(Br)cc1C, C1COCCO1, CC(C)(C)[O-], C1CCC(P(C2CCCCC2)C2CCCCC2)CC1, [Cl-], [NH4+], [Na+], CC(=O)[O-], CC(=O)[O-], [Pd+2]. The reactants are C(C1=CC=CC=C1)NC(C1=CN=C(C=C1)Cl)=O (N-benzyl-6-chloro-nicotinamide), C1(=C(C=CC=C1)[Mg]Cl)C (o-tolylmagnesium chloride), C(C)(=O)O (acetic acid). The reagents and catalysts are O.O.C(C)(=O)[O-].C(C)(=O)[O-].C(C)(=O)[O-].[Mn+3] (manganese triacetate dihydrate). The solvent is C1CCOC1 (THF). Conditions: temperature 0 celsius, time 2.5 hour. Yields the product C(C1=CC=CC=C1)NC(C1=CN=C(C=C1C1=C(C=CC=C1)C)Cl)=O (N-benzyl-6-chloro-4-o-tolyl-nicotinamide). The yield is 89.1%. RXN SMILES: [CH2:1]([NH:8][C:9](=[O:17])[C:10]1[CH:15]=[CH:14][C:13]([Cl:16])=[N:12][CH:11]=1)[C:2]1[CH:7]=[CH:6][CH:5]=[CH:4][CH:3]=1.[C:18]1([CH3:26])[CH:23]=[CH:22][CH:21]=[CH:20][C:19]=1[Mg]Cl.C(O)(=O)C>C1COCC1.O.O.C([O-])(=O)C.C([O-])(=O)C.C([O-])(=O)C.[Mn+3]>[CH2:1]([NH:8][C:9](=[O:17])[C:10]1[C:15]([C:19]2[CH:20]=[CH:21][CH:22]=[CH:23][C:18]=2[CH3:26])=[CH:14][C:13]([Cl:16])=[N:12][CH:11]=1)[C:2]1[CH:7]=[CH:6][CH:5]=[CH:4][CH:3]=1 |f:4.5.6.7.8.9|. Procedure details: A solution of 0.5 g (2.0 mMol) N-benzyl-6-chloro-nicotinamide in 5.0 ml THF was added over 25 minutes to 10.1 ml (10.1 mMol) of o-tolylmagnesium chloride solution (1M in THF) cooled to 0° C. After 2.5 hours stirring at room temperature, the reaction mixture was cooled again to 0° C. and 4.0 ml acetic acid were added over 15 minutes followed by 1.1 g (4.1 mMol) manganese triacetate dihydrate. After stirring for 1 hour at room temperature, the reaction mixture was filtered and the filtrate was pou... Reactants: NC1=C(C(C1=O)=O)NCCCOC1=CC(=CC=C1)CO (1-amino-2-[3-(3-hydroxymethyl-phenoxy)propylamino]-1-cyclobutene-3,4-dione), S(=O)(Cl)Cl (thionyl chloride). The product is NC1=C(C(C1=O)=O)NCCCOC1=CC(=CC=C1)CCl (1-Amino-2-[3-(3-chloromethylphenoxy)propylamino]-1-cyclobutene-3,4-dione). As a reaction SMILES: [NH2:1][C:2]1[C:5](=[O:6])[C:4](=[O:7])[C:3]=1[NH:8][CH2:9][CH2:10][CH2:11][O:12][C:13]1[CH:18]=[CH:17][CH:16]=[C:15]([CH2:19]O)[CH:14]=1.S(Cl)([Cl:23])=O>>[NH2:1][C:2]1[C:5](=[O:6])[C:4](=[O:7])[C:3]=1[NH:8][CH2:9][CH2:10][CH2:11][O:12][C:13]1[CH:18]=[CH:17][CH:16]=[C:15]([CH2:19][Cl:23])[CH:14]=1. Procedure: When 1-amino-2-[3-(3-hydroxymethyl-phenoxy)propylamino]-1-cyclobutene-3,4-dione is treated with at least one equivalent of thionyl chloride, there is thereby produced the title compound.